Task: describe an organic reaction: reactants, conditions, products, and yield. Dataset: the Open Reaction Database (ORD), a public repository of structured organic reaction records Starting materials: BrCc1ccccc1, [K+], [K+], O=C([O-])[O-], CN(C)C=O, O=Cc1ccc(O)c([N+](=O)[O-])c1. Product: O=Cc1ccc(OCc2ccccc2)c([N+](=O)[O-])c1. Reaction SMILES: [Br:1][CH2:2][c:3]1[cH:4][cH:5][cH:6][cH:7][cH:8]1.[K+:21].[K+:22].[O-:23][C:24]([O-:25])=[O:26].[O:27]=[CH:28][N:29]([CH3:30])[CH3:31].[OH:9][c:10]1[c:11]([N+:18](=[O:19])[O-:20])[cH:12][c:13]([CH:14]=[O:15])[cH:16][cH:17]1>>[CH2:2]([c:3]1[cH:4][cH:5][cH:6][cH:7][cH:8]1)[O:9][c:10]1[c:11]([N+:18](=[O:19])[O-:20])[cH:12][c:13]([CH:14]=[O:15])[cH:16][cH:17]1. Starting materials: CC(C)(C)OC(=O)NC1CCC(N)CC1, O=C(O)c1c[nH]c2c(-c3ccc(F)cc3OCC3CC3)ncnc12. Yields the product CC(C)(C)OC(=O)NC1CCC(NC(=O)c2c[nH]c3c(-c4ccc(F)cc4OCC4CC4)ncnc23)CC1. As a reaction SMILES: [C:25]([CH3:26])([CH3:27])([CH3:28])[O:29][C:30]([NH:31][CH:32]1[CH2:33][CH2:34][CH:35]([NH2:38])[CH2:36][CH2:37]1)=[O:39].[CH:1]1([CH2:4][O:5][c:6]2[c:7](-[c:13]3[c:14]4[c:15]([n:16][cH:17][n:18]3)[c:19]([C:22](=[O:23])[OH:24])[cH:20][nH:21]4)[cH:8][cH:9][c:10]([F:12])[cH:11]2)[CH2:2][CH2:3]1>>[CH:1]1([CH2:4][O:5][c:6]2[c:7](-[c:13]3[c:14]4[c:15]([n:16][cH:17][n:18]3)[c:19]([C:22](=[O:24])[NH:38][CH:35]3[CH2:34][CH2:33][CH:32]([NH:31][C:30]([O:29][C:25]([CH3:26])([CH3:27])[CH3:28])=[O:39])[CH2:37][CH2:36]3)[cH:20][nH:21]4)[cH:8][cH:9][c:10]([F:12])[cH:11]2)[CH2:2][CH2:3]1. Reactants: ClC1=CC=C(CC2(CC(C2)C(=O)O)O)C=C1 (3-(4-chlorobenzyl)-3-hydroxycyclobutanecarboxylic acid), [C-]#N.[K+] (KCN), C(=O)(C(F)(F)F)O (TFA), OS(=O)(=O)O (H2SO4). Run at temperature 0 celsius, time 1.5 hour. Yields the product ClC1=CC=C(CC2(CC(C2)C(=O)O)NC=O)C=C1 (3-(4-chlorobenzyl)-3-formamidocyclobutanecarboxylic acid). Yield: 45.0%. RXN SMILES: [Cl:1][C:2]1[CH:16]=[CH:15][C:5]([CH2:6][C:7]2(O)[CH2:10][CH:9]([C:11]([OH:13])=[O:12])[CH2:8]2)=[CH:4][CH:3]=1.[C-]#[N:18].[K+].OS(O)(=O)=O.[C:25]([OH:31])(C(F)(F)F)=O>>[Cl:1][C:2]1[CH:16]=[CH:15][C:5]([CH2:6][C:7]2([NH:18][CH:25]=[O:31])[CH2:10][CH:9]([C:11]([OH:13])=[O:12])[CH2:8]2)=[CH:4][CH:3]=1 |f:1.2|. Reported procedure: A solution of 3-(4-chlorobenzyl)-3-hydroxycyclobutanecarboxylic acid (1 g, 4.17 mmol) in TFA (17.5 mL) was charged with KCN (813 mg, 12.5 mmol), cooled to 0° C. and treated with H2SO4 (3.5 mL) dropwise. The cooling bath was removed and stirring was continued for 1.5 h. Once the reaction was complete, the mixture was re-cooled to 0° C. diluted with water, and extracted with diethyl ether. The organic layer was washed successively with 1M NaOH and saturated aqueous sodium chloride. The solution wa... The reactants are C[S+](C)C, CC#N, CCOC(C)=O, O=Cc1cccc(Cl)c1Cl, [I-], [K+], [OH-], O. The product is Clc1cccc(C2CO2)c1Cl. Reaction SMILES: [CH3:12][S+:13]([CH3:14])[CH3:15].[CH3:19][C:20]#[N:21].[CH3:22][CH2:23][O:24][C:25](=[O:26])[CH3:27].[Cl:1][c:2]1[c:3]([CH:4]=[O:5])[cH:6][cH:7][cH:8][c:9]1[Cl:10].[I-:11].[K+:17].[OH-:16].[OH2:18]>>[Cl:1][c:2]1[c:3]([CH:4]2[O:5][CH2:12]2)[cH:6][cH:7][cH:8][c:9]1[Cl:10]. The reactants are O=C(OCc1ccccc1)N1CCN(c2nc(OC3C=CC(OC4CCCCO4)C3)c3ccccc3n2)CC1, CC(=O)O, CCOC(C)=O, O. The product is O=C(OCc1ccccc1)N1CCN(c2nc(OC3C=CC(O)C3)c3ccccc3n2)CC1. As a reaction SMILES: [CH2:1]([c:2]1[cH:3][cH:4][cH:5][cH:6][cH:7]1)[O:8][C:9](=[O:10])[N:11]1[CH2:12][CH2:13][N:14]([c:17]2[n:18][c:19]3[cH:20][cH:21][cH:22][cH:23][c:24]3[c:25]([O:27][CH:28]3[CH:29]=[CH:30][CH:31]([O:33][CH:34]4[CH2:35][CH2:36][CH2:37][CH2:38][O:39]4)[CH2:32]3)[n:26]2)[CH2:15][CH2:16]1.[CH3:41][C:42](=[O:43])[OH:44].[CH3:45][CH2:46][O:47][C:48](=[O:49])[CH3:50].[OH2:40]>>[CH2:1]([c:2]1[cH:3][cH:4][cH:5][cH:6][cH:7]1)[O:8][C:9](=[O:10])[N:11]1[CH2:12][CH2:13][N:14]([c:17]2[n:18][c:19]3[cH:20][cH:21][cH:22][cH:23][c:24]3[c:25]([O:27][CH:28]3[CH:29]=[CH:30][CH:31]([OH:33])[CH2:32]3)[n:26]2)[CH2:15][CH2:16]1.